From a dataset of the Open Reaction Database (ORD), a public repository of structured organic reaction records. describe an organic reaction: reactants, conditions, products, and yield Reactants: C(CCCCCCCCCCC)(=O)O (dodecanoic acid), NC(CO)(C)C (2-amino-2-methylpropanol), [OH-].[K+] (KOH). Run at time 4 hour. Product: CC1(N=C(OC1)CCCCCCCCCCC)C (4,4-dimethyl-2-undecyl-2-oxazoline). Isolated yield 86.9%. RXN SMILES: [C:1]([OH:14])(=O)[CH2:2][CH2:3][CH2:4][CH2:5][CH2:6][CH2:7][CH2:8][CH2:9][CH2:10][CH2:11][CH3:12].[NH2:15][C:16]([CH3:20])([CH3:19])[CH2:17]O.[OH-].[K+]>>[CH3:17][C:16]1([CH3:20])[CH2:19][O:14][C:1]([CH2:2][CH2:3][CH2:4][CH2:5][CH2:6][CH2:7][CH2:8][CH2:9][CH2:10][CH2:11][CH3:12])=[N:15]1 |f:2.3|. Procedure: 64 g (320 mmoles) of dodecanoic acid and 61.1 ml (640 mmoles) of 2-amino-2-methylpropanol was placed in a two neck flask equipped with a vigreux column, distillation condenser and a thermometer. The temperature of the reaction mixture was slowly brought to 180° C. and maintained there for 9 hours. After cooling, a 10% alcoholic KOH solution (2 g, 3.6 mmoles) was added and the reflux was continued at 180° C. for 4 hours. The excess 2-amino-2-methylpropanol was distilled at aspirator pressure (86°... The reactants are [Br-], CC(C)(C)c1cc(C=O)[nH]n1, O=C([O-])[O-], C, c1ccc(C[P+](c2ccccc2)(c2ccccc2)c2ccccc2)cc1, CCO, CN(C)C=O, Cl, [K+], [K+], C1CCOC1, [Pd]. Product: CC(C)(C)c1cc(CCc2ccccc2)[nH]n1. RXN SMILES: [Br-:12].[C:1]([CH3:2])([CH3:3])([CH3:4])[c:5]1[n:6][nH:7][c:8]([CH:10]=[O:11])[cH:9]1.[C:39](=[O:40])([O-:41])[O-:42].[C:54].[CH2:13]([c:14]1[cH:15][cH:16][cH:17][cH:18][cH:19]1)[P+:20]([c:21]1[cH:22][cH:23][cH:24][cH:25][cH:26]1)([c:27]1[cH:28][cH:29][cH:30][cH:31][cH:32]1)[c:33]1[cH:34][cH:35][cH:36][cH:37][cH:38]1.[CH3:46][CH2:47][OH:48].[CH3:56][N:57]([CH3:58])[CH:59]=[O:60].[ClH:45].[K+:43].[K+:44].[O:49]1[CH2:50][CH2:51][CH2:52][CH2:53]1.[Pd:55]>>[C:1]([CH3:2])([CH3:3])([CH3:4])[c:5]1[n:6][nH:7][c:8]([CH2:10][CH2:13][c:14]2[cH:15][cH:16][cH:17][cH:18][cH:19]2)[cH:9]1. The reactants are ClC1=CC(=C(CN2N=CC3=CC(=CC=C23)\C=C/2\C(N(C(S2)=O)CCO)=O)C=C1)C(F)(F)F ((5Z)-5-({1-[4-chloro-2-(trifluoromethyl)benzyl]-1H-indazol-5-yl}methylene)-3-(2-hydroxyethyl)thiazolidine-2,4-dione), COC(=O)N1S(NCC1)(=O)=O (1,1-dioxo-1λ6-[1,2,5]thiadiazolidine-2-carboxylic acid methyl ester). The product is ClC1=CC(=C(CN2N=CC3=CC(=CC=C23)\C=C/2\C(N(C(S2)=O)CCN2CCN(S2(=O)=O)C(=O)OC)=O)C=C1)C(F)(F)F (Methyl 5-{2-[(5Z)-5-({1-[4-chloro-2-(trifluoromethyl)benzyl]-1H-indazol-5-yl}methylidene)-2,4-dioxo-1,3-thiazolidin-3-yl]ethyl}-1,2,5-thiadiazolidine-2-carboxylate 1,1-dioxide). As a reaction SMILES: [Cl:1][C:2]1[CH:28]=[CH:27][C:5]([CH2:6][N:7]2[C:15]3[C:10](=[CH:11][C:12](/[CH:16]=[C:17]4/[C:18](=[O:26])[N:19]([CH2:23][CH2:24]O)[C:20](=[O:22])[S:21]/4)=[CH:13][CH:14]=3)[CH:9]=[N:8]2)=[C:4]([C:29]([F:32])([F:31])[F:30])[CH:3]=1.[CH3:33][O:34][C:35]([N:37]1[CH2:41][CH2:40][NH:39][S:38]1(=[O:43])=[O:42])=[O:36]>>[Cl:1][C:2]1[CH:28]=[CH:27][C:5]([CH2:6][N:7]2[C:15]3[C:10](=[CH:11][C:12](/[CH:16]=[C:17]4/[C:18](=[O:26])[N:19]([CH2:23][CH2:24][N:39]5[S:38](=[O:43])(=[O:42])[N:37]([C:35]([O:34][CH3:33])=[O:36])[CH2:41][CH2:40]5)[C:20](=[O:22])[S:21]/4)=[CH:13][CH:14]=3)[CH:9]=[N:8]2)=[C:4]([C:29]([F:32])([F:31])[F:30])[CH:3]=1. Reported procedure: Methyl 5-{2-[(5Z)-5-({1-[4-chloro-2-(trifluoromethyl)benzyl]-1H-indazol-5-yl}methylidene)-2,4-dioxo-1,3-thiazolidin-3-yl]ethyl}-1,2,5-thiadiazolidine-2-carboxylate 1,1-dioxide was prepared from (5Z)-5-({1-[4-chloro-2-(trifluoromethyl)benzyl]-1H-indazol-5-yl}methylene)-3-(2-hydroxyethyl)thiazolidine-2,4-dione (from Example 340) and 1,1-dioxo-1λ6-[1,2,5]thiadiazolidine-2-carboxylic acid methyl ester following General Procedure C. Reactants: NC1=C(C#N)C(=CC=C1)C (2-amino-6-methylbenzonitrile), C(C1=CC=CC=C1)(=O)N=C=S (benzoyl isothiocyanate). The product is C(#N)C1=C(C=CC=C1)NC(=S)NC(C1=CC=CC=C1)=O (N-(2-Cyanophenylcarbamothioyl)benzamide). RXN SMILES: [NH2:1][C:2]1[CH:9]=[CH:8][CH:7]=[C:6](C)[C:3]=1[C:4]#[N:5].[C:11]([N:19]=[C:20]=[S:21])(=[O:18])[C:12]1[CH:17]=[CH:16][CH:15]=[CH:14][CH:13]=1>>[C:4]([C:3]1[CH:6]=[CH:7][CH:8]=[CH:9][C:2]=1[NH:1][C:20]([NH:19][C:11](=[O:18])[C:12]1[CH:13]=[CH:14][CH:15]=[CH:16][CH:17]=1)=[S:21])#[N:5]. Procedure: Prepared as in example 1a from 2-amino-6-methylbenzonitrile and benzoyl isothiocyanate as a pale-yellow solid. 1H NMR (400 MHz, DMSO-d6) δ7.40 (m, 1H), 7.52-7.69 (m, 5H), 7.98-8.01 (m, 2H), 11.99 (s, 1H), 12.54 (s, 1H). MS 296 (MH+). Reaction SMILES: [Br:43][c:44]1[cH:45][cH:46][cH:47][c:48]2[cH:49][c:50]([NH:54][c:55]3[n:56][cH:57][c:58]([C:61]#[N:62])[n:59][cH:60]3)[n:51][cH:52][c:53]12.[C:67](=[O:68])([O-:69])[O-:70].[CH3:1][C:2]1([CH3:3])[c:4]2[cH:5][cH:6][cH:7][c:8]([P:9]([c:10]3[cH:11][cH:12][cH:13][cH:14][cH:15]3)[c:16]3[cH:17][cH:18][cH:19][cH:20][cH:21]3)[c:22]2[O:23][c:24]2[c:25]1[cH:26][cH:27][cH:28][c:29]2[P:30]([c:31]1[cH:32][cH:33][cH:34][cH:35][cH:36]1)[c:37]1[cH:38][cH:39][cH:40][cH:41][cH:42]1.[CH3:73][c:74]1[cH:75][cH:76][cH:77][cH:78][cH:79]1.[Cs+:71].[Cs+:72].[NH2:63][CH2:64][CH2:65][OH:66].[O:105]=[C:106]([CH:107]=[CH:108][c:109]1[cH:110][cH:111][cH:112][cH:113][cH:114]1)[CH:115]=[CH:116][c:117]1[cH:118][cH:119][cH:120][cH:121][cH:122]1.[O:123]=[C:124]([CH:125]=[CH:126][c:127]1[cH:128][cH:129][cH:130][cH:131][cH:132]1)[CH:133]=[CH:134][c:135]1[cH:136][cH:137][cH:138][cH:139][cH:140]1.[O:80]=[CH:81][N:82]([CH3:83])[CH3:84].[O:87]=[C:88]([CH:89]=[CH:90][c:91]1[cH:92][cH:93][cH:94][cH:95][cH:96]1)[CH:97]=[CH:98][c:99]1[cH:100][cH:101][cH:102][cH:103][cH:104]1.[Pd:85].[Pd:86]>>[c:44]1([NH:63][CH2:64][CH2:65][OH:66])[cH:45][cH:46][cH:47][c:48]2[cH:49][c:50]([NH:54][c:55]3[n:56][cH:57][c:58]([C:61]#[N:62])[n:59][cH:60]3)[n:51][cH:52][c:53]12. Product: N#Cc1cnc(Nc2cc3cccc(NCCO)c3cn2)cn1. The reactants are N#Cc1cnc(Nc2cc3cccc(Br)c3cn2)cn1, O=C([O-])[O-], CC1(C)c2cccc(P(c3ccccc3)c3ccccc3)c2Oc2c(P(c3ccccc3)c3ccccc3)cccc21, Cc1ccccc1, [Cs+], [Cs+], NCCO, O=C(C=Cc1ccccc1)C=Cc1ccccc1, O=C(C=Cc1ccccc1)C=Cc1ccccc1, CN(C)C=O, O=C(C=Cc1ccccc1)C=Cc1ccccc1, [Pd], [Pd]. Starting materials: CC(C)(C)C(=O)Cl (pivaloyl chloride), C1=CC=C(C=C1)CN(CC2=CC=CC=C2)O (N,N-dibenzylhydroxylamine). The reagents and catalysts are n1ccc(N(C)C)cc1 (4-dimethyl-aminopyridine). Solvent: C(Cl)Cl (dichloromethane). Reaction conditions: temperature 0 celsius, time 6 hour. Product: O=C(C(C)(C)C)ON(CC1=CC=CC=C1)CC2=CC=CC=C2 (N,N-Dibenzyl-O-pivaloylhydroxylamine). Isolated yield 93.5%. Starting materials: SC1=C(C(=O)O)C=CC=C1 (2-mercapto-benzoic acid), BrCCC(F)(F)C1=CC=C(C=C1)F (1-(3-bromo-1,1-difluoro-propyl)-4-fluoro-benzene), C([O-])([O-])=O.[K+].[K+] (potassium carbonate), Cl (hydrochloric acid). Run in CC(=O)C (acetone), O (water). Conditions: temperature 70 celsius, time 2.5 hour. Product: FC(CCSC1=C(C(=O)O)C=CC=C1)(C1=CC=C(C=C1)F)F (2-[[3,3-difluoro-3-(4-fluorophenyl)-propyl]sulfanyl]-benzoic acid). Isolated yield 36.9%. RXN SMILES: [SH:1][C:2]1[CH:10]=[CH:9][CH:8]=[CH:7][C:3]=1[C:4]([OH:6])=[O:5].Br[CH2:12][CH2:13][C:14]([C:17]1[CH:22]=[CH:21][C:20]([F:23])=[CH:19][CH:18]=1)([F:16])[F:15].C(=O)([O-])[O-].[K+].[K+].Cl>CC(C)=O.O>[F:16][C:14]([F:15])([C:17]1[CH:22]=[CH:21][C:20]([F:23])=[CH:19][CH:18]=1)[CH2:13][CH2:12][S:1][C:2]1[CH:10]=[CH:9][CH:8]=[CH:7][C:3]=1[C:4]([OH:6])=[O:5] |f:2.3.4|. Procedure: To a solution of 2-mercapto-benzoic acid (0.10 g, 0.65 mmol) in acetone (30 ml) are added 1-(3-bromo-1,1-difluoro-propyl)-4-fluoro-benzene (0.16 g, 0.65 mmol) and potassium carbonate (0.27 g, 1.95 mmol) at RT. The reaction mixture is stirred at 70° C. for 2.5 h. The reaction mixture is diluted with water (20 ml), acidified with 2M hydrochloric acid and the aqueous layer is extracted with EtOAc (3×20 ml). The combined organic layers are washed with water (15 ml), brine (15 ml), dried over sodium ... Reactants: BrCCCCCCCCCCBr, c1ccc(COCc2ccccc2)cc1, [Na], C1CCOC1. Product: BrCCCCCCCCCCOCc1ccccc1. Reaction SMILES: [Br:1][CH2:2][CH2:3][CH2:4][CH2:5][CH2:6][CH2:7][CH2:8][CH2:9][CH2:10][CH2:11][Br:12].[CH2:13]([c:14]1[cH:15][cH:16][cH:17][cH:18][cH:19]1)[O:20][CH2:21][c:22]1[cH:23][cH:24][cH:25][cH:26][cH:27]1.[Na:28].[O:29]1[CH2:30][CH2:31][CH2:32][CH2:33]1>>[CH2:2]([CH2:3][CH2:4][CH2:5][CH2:6][CH2:7][CH2:8][CH2:9][CH2:10][CH2:11][Br:12])[O:20][CH2:13][c:14]1[cH:15][cH:16][cH:17][cH:18][cH:19]1.